From a dataset of the Open Reaction Database (ORD), a public repository of structured organic reaction records. describe an organic reaction: reactants, conditions, products, and yield Conditions: time 20 minute. Procedure: (6-Hydroxyhexyl)triphenylphosphonium bromide 6 (0.5 g, 1.13 mmol) in warm DMSO (3 ml) was added to THF solution of methylsulfinylmethanide ion (prepared from NaH (57 mg, 2.37 mmol) and DMSO (1 ml) under N2 at 70-75° C. for 80 min) with cooling in an ice-bath. The bright yellow solution of phosphorane was stirred at room temperature for 10 min, then treated with octanal (0.159 g, 1.25 mmol) at 0° C. After stirring for 20 min, the reaction mixture was poured into 5 ml H2O and extracted several tim... Run in CS(=O)C (DMSO), C1CCOC1 (THF), O (H2O). As a reaction SMILES: [Br-].[OH:2][CH2:3][CH2:4][CH2:5][CH2:6][CH2:7][CH2:8][P+](C1C=CC=CC=1)(C1C=CC=CC=1)C1C=CC=CC=1.CS([CH2-])=O.[PH5].[CH:33](=O)[CH2:34][CH2:35][CH2:36][CH2:37][CH2:38][CH2:39][CH3:40]>CS(C)=O.O.C1COCC1>[CH2:3]([OH:2])[CH2:4][CH2:5][CH2:6][CH2:7]/[CH:8]=[CH:33]\[CH2:34][CH2:35][CH2:36][CH2:37][CH2:38][CH2:39][CH3:40] |f:0.1|. The reactants are C(CCCCCCC)=O (octanal), [Br-].OCCCCCC[P+](C1=CC=CC=C1)(C1=CC=CC=C1)C1=CC=CC=C1 ((6-Hydroxyhexyl)triphenylphosphonium bromide), CS(=O)[CH2-] (methylsulfinylmethanide), [PH5] (phosphorane). Product: C(CCCC\C=C/CCCCCCC)O ((Z)-6-Tetradecen-1-ol). The reactants are C[O-], CO, CC(=O)Nc1cccc([N+](=O)[O-])c1[N+](=O)[O-], [Na+], O. Product: Nc1cccc([N+](=O)[O-])c1[N+](=O)[O-]. As a reaction SMILES: [CH3:17][O-:18].[CH3:21][OH:22].[N+:1](=[O:2])([O-:3])[c:4]1[c:5]([NH:13][C:14](=[O:15])[CH3:16])[cH:6][cH:7][cH:8][c:9]1[N+:10](=[O:11])[O-:12].[Na+:19].[OH2:20]>>[N+:1](=[O:2])([O-:3])[c:4]1[c:5]([NH2:13])[cH:6][cH:7][cH:8][c:9]1[N+:10](=[O:11])[O-:12]. Starting materials: CCOCC, Cl, CC(C)CC(C(=O)NN(CC(C)C)C(=O)CC1CCNCC1)C(CC=Cc1ccccc1)C(=O)NOC1CCCCO1, C1COCCO1. Product: Cl, CC(C)CC(C(=O)NN(CC(C)C)C(=O)CC1CCNCC1)C(CC=Cc1ccccc1)C(=O)NO. Reaction SMILES: [CH3:50][CH2:51][O:52][CH2:53][CH3:54].[ClH:43].[O:1]1[CH2:2][CH2:3][CH2:4][CH2:5][CH:6]1[O:7][NH:8][C:9](=[O:10])[CH:11]([CH2:12][CH:13]=[CH:14][c:15]1[cH:16][cH:17][cH:18][cH:19][cH:20]1)[CH:21]([C:22](=[O:23])[NH:24][N:25]([C:26]([CH2:27][CH:28]1[CH2:29][CH2:30][NH:31][CH2:32][CH2:33]1)=[O:34])[CH2:35][CH:36]([CH3:37])[CH3:38])[CH2:39][CH:40]([CH3:41])[CH3:42].[O:44]1[CH2:45][CH2:46][O:47][CH2:48][CH2:49]1>>[ClH:43].[OH:7][NH:8][C:9](=[O:10])[CH:11]([CH2:12][CH:13]=[CH:14][c:15]1[cH:16][cH:17][cH:18][cH:19][cH:20]1)[CH:21]([C:22](=[O:23])[NH:24][N:25]([C:26]([CH2:27][CH:28]1[CH2:29][CH2:30][NH:31][CH2:32][CH2:33]1)=[O:34])[CH2:35][CH:36]([CH3:37])[CH3:38])[CH2:39][CH:40]([CH3:41])[CH3:42]. Reactants: CCO, CP(C)(=O)CCl, NCc1ccccc1. Product: CP(C)(=O)CNCc1ccccc1. RXN SMILES: [CH3:15][CH2:16][OH:17].[Cl:1][CH2:2][P:3]([CH3:4])([CH3:5])=[O:6].[NH2:7][CH2:8][c:9]1[cH:10][cH:11][cH:12][cH:13][cH:14]1>>[CH2:2]([P:3]([CH3:4])([CH3:5])=[O:6])[NH:7][CH2:8][c:9]1[cH:10][cH:11][cH:12][cH:13][cH:14]1. Reactants: FC=1C=C2CC(NC2=CC1)=O (5-Fluoro-1,3-dihydro-2H-indol-2-one), ClC1=NC(=NC(=N1)OC)OC (2-chloro-4,6-dimethoxy-1,3,5-triazine). Product: COC1=NC(=NC(=N1)OC)C1C(NC2=CC=C(C=C12)F)=O (3-(4,6-dimethoxy-1,3,5-triazin-2-yl)-5-fluoro-1,3-dihydro-2H-indol-2-one). Reaction SMILES: [F:1][C:2]1[CH:3]=[C:4]2[C:8](=[CH:9][CH:10]=1)[NH:7][C:6](=[O:11])[CH2:5]2.Cl[C:13]1[N:18]=[C:17]([O:19][CH3:20])[N:16]=[C:15]([O:21][CH3:22])[N:14]=1>>[CH3:22][O:21][C:15]1[N:16]=[C:17]([O:19][CH3:20])[N:18]=[C:13]([CH:5]2[C:4]3[C:8](=[CH:9][CH:10]=[C:2]([F:1])[CH:3]=3)[NH:7][C:6]2=[O:11])[N:14]=1. Reported procedure: 5-Fluoro-1,3-dihydro-2H-indol-2-one (10 g) and 2-chloro-4,6-dimethoxy-1,3,5-triazine (15.5 g) are reacted analogously to Example 1 Variant A. This gives the title compound as solid in an HPLC purity of 92% area (19 g, 91% of theory). Starting materials: ClCCl, OCCc1cncn1Cc1ccccc1-c1ccc(F)cc1, O=S(Cl)Cl. Yields the product Fc1ccc(-c2ccccc2Cn2cncc2CCCl)cc1. RXN SMILES: [Cl:27][CH2:28][Cl:29].[F:1][c:2]1[cH:3][cH:4][c:5](-[c:8]2[c:9]([CH2:14][n:15]3[cH:16][n:17][cH:18][c:19]3[CH2:20][CH2:21][OH:22])[cH:10][cH:11][cH:12][cH:13]2)[cH:6][cH:7]1.[S:23]([Cl:24])([Cl:25])=[O:26]>>[F:1][c:2]1[cH:3][cH:4][c:5](-[c:8]2[c:9]([CH2:14][n:15]3[cH:16][n:17][cH:18][c:19]3[CH2:20][CH2:21][Cl:25])[cH:10][cH:11][cH:12][cH:13]2)[cH:6][cH:7]1. Starting materials: C1(=C(C=CC=C1)CC=1NC(C(=C(N1)C(=O)OC)O)=O)C1=CC=CC=C1 (methyl 2-(biphenyl-2-ylmethyl)-5-hydroxy-6-oxo-1,6-dihydropyrimidine-4-carboxylate), FC1=CC=C(CN)C=C1 (4-fluorobenzylamine). Product: FC1=CC=C(CNC(=O)C=2N=C(NC(C2O)=O)CC2=C(C=CC=C2)C2=CC=CC=C2)C=C1 (2-biphenyl-2-ylmethyl-5-hydroxy-6-oxo-1,6-dihydro-pyrimidine-4-carboxylic acid-4-fluorobenzylamide). Isolated yield 17.9%. RXN SMILES: [C:1]1([C:20]2[CH:25]=[CH:24][CH:23]=[CH:22][CH:21]=2)[CH:6]=[CH:5][CH:4]=[CH:3][C:2]=1[CH2:7][C:8]1[NH:9][C:10](=[O:19])[C:11]([OH:18])=[C:12]([C:14](OC)=[O:15])[N:13]=1.[F:26][C:27]1[CH:34]=[CH:33][C:30]([CH2:31][NH2:32])=[CH:29][CH:28]=1>>[F:26][C:27]1[CH:34]=[CH:33][C:30]([CH2:31][NH:32][C:14]([C:12]2[N:13]=[C:8]([CH2:7][C:2]3[CH:3]=[CH:4][CH:5]=[CH:6][C:1]=3[C:20]3[CH:25]=[CH:24][CH:23]=[CH:22][CH:21]=3)[NH:9][C:10](=[O:19])[C:11]=2[OH:18])=[O:15])=[CH:29][CH:28]=1. Reported procedure: The synthesis performed as in Example 21 using methyl 2-(biphenyl-2-ylmethyl)-5-hydroxy-6-oxo-1,6-dihydropyrimidine-4-carboxylate (0.070 g, 208 μmol) and 4-fluorobenzylamine (0.5 ml; 4.38 mmol) to provide the title compound as an off-white solid (0.016 g; 18%). LCMS: m/z=430 (MH+). The reactants are CO (methanol), CCN=C=NCCCN(C)C.Cl (WSC HCl), COC=1C(=C(CC=2C(=C(C(=O)O)C=CC2)OCC2=CC=CC=C2)C(=C(C1OC)OC)OC)C (3-(3,4,5,6-Tetramethoxy-2-methylbenzyl)-2-benzyloxybenzoic acid). The reagents and catalysts are CN(C1=CC=NC=C1)C (4-dimethylaminopyridine). The solvent is C(Cl)Cl (methylene chloride). Run at time 16 hour. The product is COC=1C(=C(CC=2C(=C(C(=O)OC)C=CC2)OCC2=CC=CC=C2)C(=C(C1OC)OC)OC)C (Methyl 3-(3,4,5,6-tetramethoxy-2-methylbenzyl)-2-benzyloxybenzoate). The yield is 72.9%. Reaction SMILES: [CH3:1][O:2][C:3]1[C:4]([CH3:33])=[C:5]([C:24]([O:31][CH3:32])=[C:25]([O:29][CH3:30])[C:26]=1[O:27][CH3:28])[CH2:6][C:7]1[C:8]([O:16][CH2:17][C:18]2[CH:23]=[CH:22][CH:21]=[CH:20][CH:19]=2)=[C:9]([CH:13]=[CH:14][CH:15]=1)[C:10]([OH:12])=[O:11].CO.[CH3:36]CN=C=NCCCN(C)C.Cl>C(Cl)Cl.CN(C)C1C=CN=CC=1>[CH3:1][O:2][C:3]1[C:4]([CH3:33])=[C:5]([C:24]([O:31][CH3:32])=[C:25]([O:29][CH3:30])[C:26]=1[O:27][CH3:28])[CH2:6][C:7]1[C:8]([O:16][CH2:17][C:18]2[CH:23]=[CH:22][CH:21]=[CH:20][CH:19]=2)=[C:9]([CH:13]=[CH:14][CH:15]=1)[C:10]([O:12][CH3:36])=[O:11] |f:2.3|. Reported procedure: 3-(3,4,5,6-Tetramethoxy-2-methylbenzyl)-2-benzyloxybenzoic acid (652 mg, 1.4424 mmol) was dissolved in methylene chloride (20 ml), then anhydrous methanol (231 mg, 7.2187 mmol), 4-dimethylaminopyridine (264 mg, 2.1639 mmol) and WSC-HCl (830 mg, 4.3296 mmol) were added thereto and the mixture was stirred at room temperature for 16 hours. The reaction solution was washed with water and dried and the solvent was evaporated therefrom. The residue was purified by silica gel column chromatography (hex... The reactants are CN(C(=O)OC(C)(C)C)C(Cc1ccccc1)C(=O)O, CC(=O)OC(C)(C)CN, CCN(C(C)C)C(C)C, CCN=C=NCCCN(C)C, CN(C)C=O, CCOC(C)=O, Cl, Cl, O, On1nnc2ccccc21. RXN SMILES: [C:1]([CH3:2])([CH3:3])([CH3:4])[O:5][C:6](=[O:7])[N:8]([CH3:9])[CH:10]([C:11](=[O:12])[OH:13])[CH2:14][c:15]1[cH:16][cH:17][cH:18][cH:19][cH:20]1.[C:45]([CH3:46])(=[O:47])[O:48][C:49]([CH2:50][NH2:51])([CH3:52])[CH3:53].[CH2:54]([N:55]([CH:56]([CH3:57])[CH3:58])[CH:59]([CH3:60])[CH3:61])[CH3:62].[CH3:33][N:34]([CH3:35])[CH2:36][CH2:37][CH2:38][N:39]=[C:40]=[N:41][CH2:42][CH3:43].[CH3:63][N:64]([CH3:65])[CH:66]=[O:67].[CH3:68][CH2:69][O:70][C:71](=[O:72])[CH3:73].[ClH:32].[ClH:44].[OH2:21].[OH:22][n:23]1[c:24]2[cH:25][cH:26][cH:27][cH:28][c:29]2[n:30][n:31]1>>[C:1]([CH3:2])([CH3:3])([CH3:4])[O:5][C:6](=[O:7])[N:8]([CH3:9])[CH:10]([C:11](=[O:13])[NH:51][CH2:50][C:49]([O:48][C:45]([CH3:46])=[O:47])([CH3:52])[CH3:53])[CH2:14][c:15]1[cH:16][cH:17][cH:18][cH:19][cH:20]1. Product: CC(=O)OC(C)(C)CNC(=O)C(Cc1ccccc1)N(C)C(=O)OC(C)(C)C. Starting materials: C1(CC1)N1C=C(C(C2=C(C(=C(C(=C12)F)F)F)C=C)=O)C(=O)O (1-cyclopropyl-6,7,8-trifluoro-1,4-dihydro-4-oxo-5-vinyl-3-quinolinecarboxylic acid), CN1C2CNC(C1)C2 (2-methyl-2,5-diazabicyclo[2.2.1]heptane), C1CN2CCN1CC2 (DABCO), O (water). Run in C(C)#N (acetonitrile), CN(C=O)C (dimethylformamide). The product is C1(CC1)N1C=C(C(C2=C(C(=C(C(=C12)F)N1C2CN(C(C1)C2)C)F)C=C)=O)C(=O)O (1-cyclopropyl-6,8-difluoro-1,4-dihydro-7-(2-methyl-2,5-diazabicyclo[2.2.1]-hept-5-yl)-4-oxo-5-vinyl-3-quinolinecarboxylic acid). The yield is 74.6%. RXN SMILES: [CH:1]1([N:4]2[C:13]3[C:8](=[C:9]([CH:17]=[CH2:18])[C:10]([F:16])=[C:11](F)[C:12]=3[F:14])[C:7](=[O:19])[C:6]([C:20]([OH:22])=[O:21])=[CH:5]2)[CH2:3][CH2:2]1.[CH3:23][N:24]1[CH2:29][CH:28]2[CH2:30][CH:25]1[CH2:26][NH:27]2.C1N2CCN(CC2)C1.O>C(#N)C.CN(C)C=O>[CH:1]1([N:4]2[C:13]3[C:8](=[C:9]([CH:17]=[CH2:18])[C:10]([F:16])=[C:11]([N:27]4[CH2:26][CH:25]5[CH2:30][CH:28]4[CH2:29][N:24]5[CH3:23])[C:12]=3[F:14])[C:7](=[O:19])[C:6]([C:20]([OH:22])=[O:21])=[CH:5]2)[CH2:2][CH2:3]1. Reported procedure: 0.93 g of 1-cyclopropyl-6,7,8-trifluoro-1,4-dihydro-4-oxo-5-vinyl-3-quinolinecarboxylic acid, 0.5 g of 2-methyl-2,5-diazabicyclo[2.2.1]heptane and 0.36 g of DABCO are refluxed for 2 hours in a mixture of 6 ml of acetonitrile and 3 ml of dimethylformamide. At room temperature, the reaction mixture is treated with 2 ml of water, and the solid is filtered off with suction, washed with water and dried. 0.9 g of 1-cyclopropyl-6,8-difluoro-1,4-dihydro-7-(2-methyl-2,5-diazabicyclo[2.2.1]-hept-5-yl)-4-o...